From a dataset of the Open Reaction Database (ORD), a public repository of structured organic reaction records. describe an organic reaction: reactants, conditions, products, and yield Reactants: C(=O)(OCC1=CC=CC=C1)N[C@H](CC1=CC=CC=C1)C(=O)O (N-CBZ-D-phenylalanine), COC([C@H]1NCCC1)=O (L-proline-methylester), O.ON1N=NC2=C1C=CC=C2 (1-hydroxybenzotriazole hydrate), CN1CCOCC1 (4-methylmorpholine), ethyl-3-(3-dimethylamino)-propyl carbodiimide, Cl (HCl), Cl (HCl). Run in O (water), CN(C)C=O (DMF). Reaction conditions: time 8 hour. Yields the product COC([C@H]1N(CCC1)C([C@H](NC(=O)OCC1=CC=CC=C1)CC1=CC=CC=C1)=O)=O (N-[(Phenylmethoxy)-carbonyl]-D-phenylalanyl-L-proline Methyl Ester). As a reaction SMILES: [C:1]([NH:11][C@@H:12]([C:20]([OH:22])=O)[CH2:13][C:14]1[CH:19]=[CH:18][CH:17]=[CH:16][CH:15]=1)([O:3][CH2:4][C:5]1[CH:10]=[CH:9][CH:8]=[CH:7][CH:6]=1)=[O:2].[CH3:23][O:24][C:25](=[O:31])[C@@H:26]1[CH2:30][CH2:29][CH2:28][NH:27]1.Cl.O.ON1C2C=CC=CC=2N=N1.CN1CCOCC1>CN(C=O)C.O>[CH3:23][O:24][C:25](=[O:31])[C@@H:26]1[CH2:30][CH2:29][CH2:28][N:27]1[C:20](=[O:22])[C@@H:12]([CH2:13][C:14]1[CH:15]=[CH:16][CH:17]=[CH:18][CH:19]=1)[NH:11][C:1]([O:3][CH2:4][C:5]1[CH:6]=[CH:7][CH:8]=[CH:9][CH:10]=1)=[O:2] |f:3.4|. Reported procedure: To a solution of N-CBZ-D-phenylalanine (47.3 g, 0.158 mmol) in DMF (300 mL) at 0° C., was added L-proline-methylester.HCl (25.0 g, 0.151 mmol), 1-hydroxybenzotriazole hydrate (20.28 g, 0.166 mmol), ethyl-3-(3-dimethylamino)-propyl carbodiimide.HCl (31.8 g, 0.166 mmol) and 4-methylmorpholine (16.0 g, 0.159 mmol). The reaction mixture was stirred for 8 h while allowing the reaction to warm to room temperature. The reaction mixture was poured in water (1.2 L) and extracted with ethyl acetate (3×300... Reactants: O=C([O-])O, [Na+], C1COCCO1, O, O=C(OCc1ccc([N+](=O)[O-])cc1)C1=C(Oc2cccc3ccccc23)SC2CC(=O)N12. The product is [Na+], O=C([O-])C1=C(Oc2cccc3ccccc23)SC2CC(=O)N12. Reaction SMILES: [C:33](=[O:34])([OH:35])[O-:36].[Na+:37].[O:38]1[CH2:39][CH2:40][O:41][CH2:42][CH2:43]1.[OH2:44].[c:1]1([O:11][C:12]2=[C:13]([C:20](=[O:21])[O:22][CH2:23][c:24]3[cH:25][cH:26][c:27]([N+:28]([O-:29])=[O:30])[cH:31][cH:32]3)[N:14]3[C:15](=[O:19])[CH2:16][CH:17]3[S:18]2)[cH:2][cH:3][cH:4][c:5]2[cH:6][cH:7][cH:8][cH:9][c:10]12>>[Na+:37].[c:1]1([O:11][C:12]2=[C:13]([C:20](=[O:21])[O-:22])[N:14]3[C:15](=[O:19])[CH2:16][CH:17]3[S:18]2)[cH:2][cH:3][cH:4][c:5]2[cH:6][cH:7][cH:8][cH:9][c:10]12. Reactants: CC=1C=CC2=C(N=CN=C2O)N1 (7-Methyl-pyrido[2,3-d]pyrimidin-4-ol), CCN(C(C)C)C(C)C (DIEA), O=P(Cl)(Cl)Cl (POCl3). The solvent is ClCCCl (DCE). Product: ClC=1C2=C(N=CN1)N=C(C=C2)C (4-Chloro-7-methyl-pyrido[2,3-d]pyrimidine). Yield: 75.9%. As a reaction SMILES: [CH3:1][C:2]1[CH:3]=[CH:4][C:5]2[C:10](O)=[N:9][CH:8]=[N:7][C:6]=2[N:12]=1.CCN(C(C)C)C(C)C.O=P(Cl)(Cl)[Cl:24]>ClCCCl>[Cl:24][C:10]1[C:5]2[CH:4]=[CH:3][C:2]([CH3:1])=[N:12][C:6]=2[N:7]=[CH:8][N:9]=1. Procedure: To a solution of 7-Methyl-pyrido[2,3-d]pyrimidin-4-ol (0.78 g, 4.84 mmol) in DCE (30 mL) was added DIEA (1.0 mL, 1.19 mmol), followed by POCl3 (2.4 mL, 26.1 mmol). The mixture was refluxed overnight. After cooling, the solvent was removed and the residue was dissolved in water (50 mL) and extracted with ethyl acetate (3×100 mL). The organic phase was dried and concentrated. The residue was subject to column chromatography, eluted by hexane/ethyl acetate (2:1) to give 4-Chloro-7-methyl-pyrido[2,3... Yield: 88.0%. RXN SMILES: C([Li])CCC.C1([SiH3])C=CC=CC=1.[CH3:13][N:14]=[C:15]1[C:23]2[C:18](=[CH:19][CH:20]=[CH:21][CH:22]=2)[CH2:17][CH2:16]1>C1C=CC=CC=1.[Al].CCOCC.CO>[CH3:13][NH:14][CH:15]1[C:23]2[C:18](=[CH:19][CH:20]=[CH:21][CH:22]=2)[CH2:17][CH2:16]1. Product: CNC1CCC2=CC=CC=C12 (N-methyl-1-indanamine). Reactants: C1(=CC=CC=C1)[SiH3] (phenylsilane), (R,R)-Ethylene-1,2, titanium (R)-1,1'-binaphth-2,2'-diolate, C(CCC)[Li] (n-butyllithium), CN=C1CCC2=CC=CC=C12 (indanone N-methyl imine). Procedure details: (R,R)-Ethylene-1,2-bis(η5 -4,5,6,7-tetrahydroindenyl) titanium (R)-1,1'-binaphth-2,2'-diolate (30 mg, 0.050 mmol) was dissolved in 4 mL of dry benzene in a Schlenk tube under a nitrogen atmosphere. The tube was wrapped in aluminum foil. A solution of n-butyllithium (41 μL, 0.065 mmol, 1.6M in hexane) was added and the mixture was shaken until it turned a dark red brown color. After 5 min. phenylsilane, (93 μL, 0.75 mmol) was added and the reaction mixture turned blue, then brown, in color. After... Conditions: time 20 hour. The solvent is CCOCC (ether), CO (methanol), [Al] (aluminum), C1=CC=CC=C1 (benzene).